From a dataset of the Open Reaction Database (ORD), a public repository of structured organic reaction records. describe an organic reaction: reactants, conditions, products, and yield Reaction SMILES: [S:1]1[CH:5]=[CH:4][C:3](/[CH:6]=[CH:7]/[C:8]([OH:10])=O)=[CH:2]1.CO[CH2:13][N:14]([CH2:20][C:21]1C=CC=C[CH:22]=1)[CH2:15][Si](C)(C)C>>[CH2:20]([N:14]1[CH2:15][C@H:6]([C:3]2[CH:4]=[CH:5][S:1][CH:2]=2)[C@@H:7]([CH2:8][OH:10])[CH2:13]1)[CH:21]=[CH2:22]. Reactants: S1C=C(C=C1)/C=C/C(=O)O (trans-3-(3-thienyl)acrylic acid), COCN(C[Si](C)(C)C)CC1=CC=CC=C1 (N-methoxymethyl-N-trimethylsilylmethylbenzyl amine). The product is C(C=C)N1C[C@@H]([C@H](C1)C1=CSC=C1)CO (1-(Prop-2-enyl)-3-(R)-(hydroxymethyl)-4-(S)-(3-thienyl) pyrrolidine). Procedure: The title compound was prepared from trans-3-(3-thienyl)acrylic acid using procedures analogous to those described in EXAMPLE 1, Steps A-C, substituting N-methoxymethyl-N-trimethylsilylmethyl(prop-2-enyl)amine for N-methoxymethyl-N-trimethylsilylmethylbenzyl amine in Step B. For the title compound: 1H NMR (500 MHz) δ 2.30-2.34 (m, 1H), 2.44 (t, J=8.5, 1H), 2.67 (t, J=9.0, 1H), 2.77 (dd, J=5.0, 9.0, 1H), 3.02-3.15 (4H), 3.53 (dd, J=7.5, 10.0, 1H), 3.64 (dd, J=5.0, 10.0, 1H), 5.07 (d, J=10.0, 1H),... Starting materials: BrCCCCCc1ccco1, Oc1c(Cl)cc(-c2cccs2)cc1Cl. The product is Clc1cc(-c2cccs2)cc(Cl)c1OCCCCCc1ccco1. Reaction SMILES: [Br:15][CH2:16][CH2:17][CH2:18][CH2:19][CH2:20][c:21]1[o:22][cH:23][cH:24][cH:25]1.[Cl:1][c:2]1[c:3]([OH:14])[c:4]([Cl:13])[cH:5][c:6](-[c:8]2[s:9][cH:10][cH:11][cH:12]2)[cH:7]1>>[Cl:1][c:2]1[c:3]([O:14][CH2:16][CH2:17][CH2:18][CH2:19][CH2:20][c:21]2[o:22][cH:23][cH:24][cH:25]2)[c:4]([Cl:13])[cH:5][c:6](-[c:8]2[s:9][cH:10][cH:11][cH:12]2)[cH:7]1. The reactants are C=C1CN(C(=O)OC(C)(C)C)C1, COCCOC, CCOCC, O=C(Cl)C(Cl)(Cl)Cl, [Zn]. Yields the product CC(C)(C)OC(=O)N1CC2(CC(=O)C2(Cl)Cl)C1. RXN SMILES: [CH2:1]=[C:2]1[CH2:3][N:4]([C:6](=[O:7])[O:8][C:9]([CH3:10])([CH3:11])[CH3:12])[CH2:5]1.[CH3:20][O:21][CH2:22][CH2:23][O:24][CH3:25].[CH3:26][CH2:27][O:28][CH2:29][CH3:30].[Cl:13][C:14]([C:15](=[O:16])[Cl:18])([Cl:17])[Cl:19].[Zn:31]>>[CH2:1]1[C:2]2([CH2:3][N:4]([C:6](=[O:7])[O:8][C:9]([CH3:10])([CH3:11])[CH3:12])[CH2:5]2)[C:14]([Cl:13])([Cl:19])[C:15]1=[O:16]. The reactants are FC1=C(C=C(C=C1)OC)C1=C(C=C(C=C1)C(=O)OC)OC1OCCCC1 (Methyl 2′-fluoro-5′-(methyloxy)-2-(tetrahydro-2H-pyran-2-yloxy)-1,1′-biphenyl-4-carboxylate), [H-].[H-].[H-].[H-].[Li+].[Al+3] (LAH). Run in O (water), C1CCOC1 (THF). Run at time 1 hour. The product is FC1=C(C=C(C=C1)OC)C1=C(C=C(C=C1)CO)OC1OCCCC1 ((2′-Fluoro-5′-(methyloxy)-2-(tetrahydro-2H-pyran-2-yloxy)-1,1′-biphenyl-4-yl)methanol). The yield is 66.6%. As a reaction SMILES: [F:1][C:2]1[CH:7]=[CH:6][C:5]([O:8][CH3:9])=[CH:4][C:3]=1[C:10]1[CH:15]=[CH:14][C:13]([C:16](OC)=[O:17])=[CH:12][C:11]=1[O:20][CH:21]1[CH2:26][CH2:25][CH2:24][CH2:23][O:22]1.[H-].[H-].[H-].[H-].[Li+].[Al+3]>C1COCC1.O>[F:1][C:2]1[CH:7]=[CH:6][C:5]([O:8][CH3:9])=[CH:4][C:3]=1[C:10]1[CH:15]=[CH:14][C:13]([CH2:16][OH:17])=[CH:12][C:11]=1[O:20][CH:21]1[CH2:26][CH2:25][CH2:24][CH2:23][O:22]1 |f:1.2.3.4.5.6|. Procedure details: To 26.3 (1.61 g, 4.47 mmol) in THF (10 mL) at 0° C., was added LAH (1.0M solution in THF, 6.70 mL, 6.70 mmol). The reaction was stirred for one hour and then carefully diluted with water, extracted with EtOAc, washed with brine, dried over sodium sulfate, filtered, and concentrated to provide 26.4 (0.990 g, 66.7% yield). The reactants are CC#N, c1cc2cc(C3OCCO3)ncc2[nH]1, Cc1ccc(S(=O)(=O)O)cc1. The product is O=Cc1cc2cc[nH]c2cn1. RXN SMILES: [CH3:26][C:27]#[N:28].[O:1]1[CH:2]([c:6]2[cH:7][c:8]3[c:9]([cH:10][n:11]2)[nH:12][cH:13][cH:14]3)[O:5][CH2:4][CH2:3]1.[c:15]1([CH3:16])[cH:17][cH:18][c:19]([S:20]([OH:21])(=[O:22])=[O:23])[cH:24][cH:25]1>>[O:1]=[CH:2][c:6]1[cH:7][c:8]2[c:9]([cH:10][n:11]1)[nH:12][cH:13][cH:14]2. Starting materials: BrC=1C=C2C(=NC1)C(CN2C2=C(C(=NC1=CC(=CC=C21)F)C2=NC=CC=C2)C)(C)C (4-(6-bromo-3,3-dimethyl-2,3-dihydro-1H-pyrrolo[3,2-b]pyridin-1-yl)-7-fluoro-3-methyl-2-(pyridin-2-yl)quinoline), CC(C)C1=CC(=C(C(=C1)C(C)C)C2=C(C=CC=C2)P(C3CCCCC3)C4CCCCC4)C(C)C (XPhos), COCCNC (N-(2-methoxyethyl)methylamine), CC(C)([O-])C.[Na+] (sodium tert-butoxide). The reagents and catalysts are C=1C=CC(=CC1)/C=C/C(=O)/C=C/C2=CC=CC=C2.C=1C=CC(=CC1)/C=C/C(=O)/C=C/C2=CC=CC=C2.C=1C=CC(=CC1)/C=C/C(=O)/C=C/C2=CC=CC=C2.[Pd].[Pd] (Pd2dba3). Run at temperature 120 celsius. Yields the product FC1=CC=C2C(=C(C(=NC2=C1)C1=NC=CC=C1)C)N1CC(C2=NC=C(C=C21)N(C)CCOC)(C)C (1-(7-Fluoro-3-methyl-2-(2-pyridinyl)-4-quinolinyl)-N-(2-methoxyethyl)-N,3,3-trimethyl-2,3-dihydro-1H-pyrrolo[3,2-b]pyridin-6-amine). Reaction SMILES: Br[C:2]1[CH:3]=[C:4]2[N:10]([C:11]3[C:20]4[C:15](=[CH:16][C:17]([F:21])=[CH:18][CH:19]=4)[N:14]=[C:13]([C:22]4[CH:27]=[CH:26][CH:25]=[CH:24][N:23]=4)[C:12]=3[CH3:28])[CH2:9][C:8]([CH3:30])([CH3:29])[C:5]2=[N:6][CH:7]=1.[CH3:31][O:32][CH2:33][CH2:34][NH:35][CH3:36].CC(C)([O-])C.[Na+].CC(C1C=C(C(C)C)C(C2C=CC=CC=2P(C2CCCCC2)C2CCCCC2)=C(C(C)C)C=1)C>C1C=CC(/C=C/C(/C=C/C2C=CC=CC=2)=O)=CC=1.C1C=CC(/C=C/C(/C=C/C2C=CC=CC=2)=O)=CC=1.C1C=CC(/C=C/C(/C=C/C2C=CC=CC=2)=O)=CC=1.[Pd].[Pd]>[F:21][C:17]1[CH:16]=[C:15]2[C:20]([C:11]([N:10]3[C:4]4[C:5](=[N:6][CH:7]=[C:2]([N:35]([CH2:34][CH2:33][O:32][CH3:31])[CH3:36])[CH:3]=4)[C:8]([CH3:29])([CH3:30])[CH2:9]3)=[C:12]([CH3:28])[C:13]([C:22]3[CH:27]=[CH:26][CH:25]=[CH:24][N:23]=3)=[N:14]2)=[CH:19][CH:18]=1 |f:2.3,5.6.7.8.9|. Procedure: Prepared according to procedure N using 4-(6-bromo-3,3-dimethyl-2,3-dihydro-1H-pyrrolo[3,2-b]pyridin-1-yl)-7-fluoro-3-methyl-2-(pyridin-2-yl)quinoline (80 mg, 0.17 mmol), Pd2dba3 (15.8 mg, 0.017 mmol), N-(2-methoxyethyl)methylamine (15.4 mg, 0.17 mmol), sodium tert-butoxide (33.2 mg, 0.34 mmol) and XPhos (16.5 mg, 0.035 mmol) and heating in the microwave for 2 h at 120° C. After purification 1-(7-fluoro-3-methyl-2-(2-pyridinyl)-4-quinolinyl)-N-(2-methoxyethyl)-N,3,3-trimethyl-2,3-dihydro-1H-pyrr... Reactants: Cc1ccc(C(=O)Nc2cccc(C(F)(F)F)c2)cc1-c1cccc([N+](=O)[O-])c1, CC(=O)O, CCO, [Fe]. The product is Cc1ccc(C(=O)Nc2cccc(C(F)(F)F)c2)cc1-c1cccc(N)c1. RXN SMILES: [CH3:1][c:2]1[cH:3][cH:4][c:5]([C:17](=[O:18])[NH:19][c:20]2[cH:21][c:22]([C:26]([F:27])([F:28])[F:29])[cH:23][cH:24][cH:25]2)[cH:6][c:7]1-[c:8]1[cH:9][c:10]([N+:14]([O-:15])=[O:16])[cH:11][cH:12][cH:13]1.[CH3:30][C:31](=[O:32])[OH:33].[CH3:34][CH2:35][OH:36].[Fe:37]>>[CH3:1][c:2]1[cH:3][cH:4][c:5]([C:17](=[O:18])[NH:19][c:20]2[cH:21][c:22]([C:26]([F:27])([F:28])[F:29])[cH:23][cH:24][cH:25]2)[cH:6][c:7]1-[c:8]1[cH:9][c:10]([NH2:14])[cH:11][cH:12][cH:13]1. Starting materials: ClC(=O)C1CCN(CC1)C(=O)OCC1C2=CC=CC=C2C=2C=CC=CC12 ((9H-fluoren-9-yl)methyl 4-(chlorocarbonyl)piperidine-1-carboxylate), [Si](C)(C)(C)C=[N+]=[N-] (TMS-diazomethane). Run in C1(=CC=CC=C1)C (toluene). Run at time 16 hour. Product: [N+](=[N-])=CC(=O)C1CCN(CC1)C(=O)OCC1C2=CC=CC=C2C=2C=CC=CC12 ((9H-fluoren-9-yl)methyl 4-(diazoacetyl)piperidine-1-carboxylate). The yield is 98.0%. As a reaction SMILES: Cl[C:2]([CH:4]1[CH2:9][CH2:8][N:7]([C:10]([O:12][CH2:13][CH:14]2[C:26]3[CH:25]=[CH:24][CH:23]=[CH:22][C:21]=3[C:20]3[C:15]2=[CH:16][CH:17]=[CH:18][CH:19]=3)=[O:11])[CH2:6][CH2:5]1)=[O:3].[Si]([CH:31]=[N+:32]=[N-:33])(C)(C)C>C1(C)C=CC=CC=1>[N+:32](=[CH:31][C:2]([CH:4]1[CH2:9][CH2:8][N:7]([C:10]([O:12][CH2:13][CH:14]2[C:26]3[CH:25]=[CH:24][CH:23]=[CH:22][C:21]=3[C:20]3[C:15]2=[CH:16][CH:17]=[CH:18][CH:19]=3)=[O:11])[CH2:6][CH2:5]1)=[O:3])=[N-:33]. Reported procedure: To a stirred solution of (9H-fluoren-9-yl)methyl 4-(chlorocarbonyl)piperidine-1-carboxylate (5 g, 13.6 mmol) in toluene at 0° C. was added TMS-diazomethane (30 mL). This reaction mixture was stirred at RT for 16 h. The reaction mixture was concentrated under reduced pressure to afford of (9H-fluoren-9-yl)methyl 4-(diazoacetyl)piperidine-1-carboxylate (5 g, 98%) as dark brown liquid.